Dataset: the Open Reaction Database (ORD), a public repository of structured organic reaction records. Task: describe an organic reaction: reactants, conditions, products, and yield The reactants are C(C)S(=O)(=O)C1=CC=C(CNC(=O)C=2C=C3C(=NC2)[C@@H](N(C3)C(=O)OC(C)(C)C)C(C)C)C=C1 (tert-butyl(S)-3-((4-(ethylsulfonyl)benzyl)carbamoyl)-7-isopropyl-5,7-dihydro-6H-pyrrolo[3,4-b]pyridine-6-carboxylate), C(C)S(=O)(=O)C=1C=CC(=NC1)CN ((5-(ethylsulfonyl)pyridin-2-yl)methanamine). Run at time 1 minute. The product is C(C)S(=O)(=O)C=1C=CC(=NC1)CNC(=O)C=1C=C2C(=NC1)[C@@H](N(C2)C(=O)OC(C)(C)C)C(C)C (Tert-butyl(S)-3-(((5-(ethylsulfonyl)pyridin-2-yl)methyl)carbamoyl)-7-isopropyl-5,7-dihydro-6H-pyrrolo[3,4-b]pyridine-6-carboxylate). Reaction SMILES: [CH2:1]([S:3]([C:6]1[CH:34]=C[C:9]([CH2:10][NH:11][C:12]([C:14]2[CH:15]=[C:16]3[CH2:22][N:21]([C:23]([O:25][C:26]([CH3:29])([CH3:28])[CH3:27])=[O:24])[C@@H:20]([CH:30]([CH3:32])[CH3:31])[C:17]3=[N:18][CH:19]=2)=[O:13])=[CH:8][CH:7]=1)(=[O:5])=[O:4])[CH3:2].C(S(C1C=CC(CN)=[N:44]C=1)(=O)=O)C>>[CH2:1]([S:3]([C:6]1[CH:7]=[CH:8][C:9]([CH2:10][NH:11][C:12]([C:14]2[CH:15]=[C:16]3[CH2:22][N:21]([C:23]([O:25][C:26]([CH3:28])([CH3:27])[CH3:29])=[O:24])[C@@H:20]([CH:30]([CH3:31])[CH3:32])[C:17]3=[N:18][CH:19]=2)=[O:13])=[N:44][CH:34]=1)(=[O:5])=[O:4])[CH3:2]. Reported procedure: Procedure same as that for tert-butyl(S)-3-((4-(ethylsulfonyl)benzyl)carbamoyl)-7-isopropyl-5,7-dihydro-6H-pyrrolo[3,4-b]pyridine-6-carboxylate, using (5-(ethylsulfonyl)pyridin-2-yl)methanamine as a starting material. LC-MS tR=0.86 min in 1 min chromatography, MS (ESI) m/z 489.4 [M+H]+. 1H NMR (CDCl3, 400 MHz, mixture of rotamers): δ 9.06 (s, 1H), 8.96 (s, 1H), 8.20 (dd, J=2.0 Hz, 8.4 Hz, 1H), 8.05 (d, J=7.0 Hz, 1H), 7.56 (d, J=8.0 Hz, 1H), 7.52 (s, 1H), 4.99 (m, 2H), 4.90 (m, 2H), 4.80 (d, J=15... Reaction SMILES: [Br:16][N:17]1[C:18](=[O:19])[CH2:20][CH2:21][C:22]1=[O:23].[C:24]([Cl:25])([Cl:26])([Cl:27])[Cl:28].[CH3:1][C:2]1([C:13](=[O:14])[OH:15])[NH:3][N:4]([c:7]2[n:8][cH:9][cH:10][cH:11][cH:12]2)[CH:5]=[CH:6]1>>[CH3:1][C:2]1([C:13](=[O:14])[OH:15])[NH:3][N:4]([c:7]2[n:8][c:9]([Br:16])[cH:10][cH:11][cH:12]2)[CH:5]=[CH:6]1. Product: CC1(C(=O)O)C=CN(c2cccc(Br)n2)N1. Reactants: O=C1CCC(=O)N1Br, ClC(Cl)(Cl)Cl, CC1(C(=O)O)C=CN(c2ccccn2)N1. Reactants: CS(=O)(=O)OS(C)(=O)=O, OCc1cnc(Cl)s1, C1CCOC1, c1ccncc1. Product: CS(=O)(=O)OCc1cnc(Cl)s1. As a reaction SMILES: [CH3:1][S:2](=[O:3])(=[O:4])[O:5][S:6](=[O:7])(=[O:8])[CH3:9].[Cl:10][c:11]1[s:12][c:13]([CH2:16][OH:17])[cH:14][n:15]1.[O:24]1[CH2:25][CH2:26][CH2:27][CH2:28]1.[cH:18]1[cH:19][cH:20][n:21][cH:22][cH:23]1>>[O:5]([S:6](=[O:7])(=[O:8])[CH3:9])[CH2:16][c:13]1[s:12][c:11]([Cl:10])[n:15][cH:14]1. Starting materials: BrBr (bromine), C(C)(=O)C=1C=C(C=CC1)NC(OCC)=O (ethyl N-(3-acetyl-phenyl)-carbamate). The solvent is O1CCOCC1 (dioxane), CCOCC (ether). Reaction conditions: time 2 hour. Product: BrCC(=O)C=1C=C(C=CC1)NC(OCC)=O (Ethyl N-[3-(2-bromo-acetyl)-phenyl]-carbamate). The yield is 97.8%. RXN SMILES: [Br:1]Br.[C:3]([C:6]1[CH:7]=[C:8]([NH:12][C:13](=[O:17])[O:14][CH2:15][CH3:16])[CH:9]=[CH:10][CH:11]=1)(=[O:5])[CH3:4]>O1CCOCC1.CCOCC>[Br:1][CH2:4][C:3]([C:6]1[CH:7]=[C:8]([NH:12][C:13](=[O:17])[O:14][CH2:15][CH3:16])[CH:9]=[CH:10][CH:11]=1)=[O:5]. Reported procedure: 24.1 gm of bromine were added slowly over a period of 30 minutes to a stirred suspension of 28.5 gm of ethyl N-(3-acetyl-phenyl)-carbamate in 13.3 gm of dry dioxane and 245 ml of dry ether. After stirring the reaction solution for 2 hours more, it was cooled, and the product which crystallized out was collected and washed with ether, yielding 38.5 gm of the title compound, m.p. 108°-110° C. Starting materials: O=C([O-])C(O)C(O)C(=O)[O-], C[Al](C)C, COc1cc(COc2cc(N)[nH]n2)cc(OC)c1, Cc1ccccc1, CCOC(=O)c1ccc(N2CCNC(C)(C)C2)s1, CCOC(C)=O, Cl, [K+], [Na+], O. Yields the product COc1cc(COc2cc(NC(=O)c3ccc(N4CCNC(C)(C)C4)s3)[nH]n2)cc(OC)c1. As a reaction SMILES: [C:42]([CH:43]([CH:44]([C:45]([O-:46])=[O:47])[OH:48])[OH:49])([O-:50])=[O:51].[CH3:1][Al:2]([CH3:3])[CH3:4].[CH3:24][O:25][c:26]1[cH:27][c:28]([CH2:34][O:35][c:36]2[cH:37][c:38]([NH2:41])[nH:39][n:40]2)[cH:29][c:30]([O:32][CH3:33])[cH:31]1.[CH3:54][c:55]1[cH:56][cH:57][cH:58][cH:59][cH:60]1.[CH3:5][C:6]1([CH3:22])[CH2:7][N:8]([c:12]2[cH:13][cH:14][c:15]([C:17]([O:19][CH2:18][CH3:20])=[O:21])[s:16]2)[CH2:9][CH2:10][NH:11]1.[CH3:62][CH2:63][O:64][C:65](=[O:66])[CH3:67].[ClH:23].[K+:53].[Na+:52].[OH2:61]>>[CH3:5][C:6]1([CH3:22])[CH2:7][N:8]([c:12]2[cH:13][cH:14][c:15]([C:17](=[O:19])[NH:41][c:38]3[cH:37][c:36]([O:35][CH2:34][c:28]4[cH:27][c:26]([O:25][CH3:24])[cH:31][c:30]([O:32][CH3:33])[cH:29]4)[n:40][nH:39]3)[s:16]2)[CH2:9][CH2:10][NH:11]1. Reactants: I(=O)(=O)(=O)[O-].C(CCC)[N+](CCCC)(CCCC)CCCC (tetrabutylammonium periodate), I(=O)(=O)(=O)[O-] (periodate), ONC(OC)=O (methyl N-hydroxycarbamate), S([O-])(O)=O.[Na+] (sodium bisulfite), crude product, S([O-])(O)=O.[Na+] (sodium bisulfite), ice acetone, C1=CC=CCC1 (1,3-cyclohexadiene), I(=O)(=O)(=O)[O-] (periodate). Solvent: C(Cl)Cl (methylene chloride), C(Cl)Cl (methylene chloride), C(Cl)Cl (methylene chloride). Reaction conditions: temperature -10 celsius, time 3 hour. The product is COC(=O)N1OC2C=CC1CC2 (N-Methoxycarbonyl-2-oxa-3-aza-bicyclo[2.2.2]oct-5-ene). As a reaction SMILES: [OH:1][NH:2][C:3](=[O:6])[O:4][CH3:5].[CH:7]1[CH2:12][CH2:11][CH:10]=[CH:9][CH:8]=1.I([O-])(=O)(=O)=O.C([N+](CCCC)(CCCC)CCCC)CCC.I([O-])(=O)(=O)=O.S(=O)(O)[O-].[Na+]>C(Cl)Cl>[CH3:5][O:4][C:3]([N:2]1[CH:9]2[CH2:10][CH2:11][CH:12]([CH:7]=[CH:8]2)[O:1]1)=[O:6] |f:2.3,5.6|. Reported procedure: A suspension of methyl N-hydroxycarbamate (17.81 g) in methylene chloride (350 ml) was cooled to about -13° C. (ice/acetone bath), and sequentially treated with 1,3-cyclohexadiene (14.24 g) and a suspension of tetrabutylammonium periodate (84.73 g) in methylene chloride (550 ml). The periodate suspension was added over a one hour period causing the temperature of the reaction to rise to a maximum of -5° C. After the addition of the periodate suspension was complete, the resulting reaction mixtur... The reactants are CO (methanol), C(C)(=O)O (acetic acid), [N+](=O)([O-])C1=C(C(=O)OC)C=CC(=C1)COC1=CC=CC=C1 (methyl 2-nitro-4-(phenoxymethyl)benzoate), C(O)([O-])=O.[Na+] (sodium hydrogen carbonate). Reagents/catalysts: [Fe] (iron). The solvent is C(C)(=O)OCC (ethyl acetate). Reaction conditions: time 15 hour. Yields the product C(C1=CC=CC=C1)(=O)NC1=C(C(=O)OC)C=CC(=C1)COC1=CC=CC=C1 (methyl 2-(benzamido)-4-(phenoxymethyl)benzoate). As a reaction SMILES: CO.[C:3](O)(=O)[CH3:4].[N+:7]([C:10]1[CH:19]=[C:18]([CH2:20][O:21][C:22]2[CH:27]=[CH:26][CH:25]=[CH:24][CH:23]=2)[CH:17]=[CH:16][C:11]=1[C:12]([O:14][CH3:15])=[O:13])([O-])=O.[C:28](=[O:31])([O-])O.[Na+]>[Fe].C(OCC)(=O)C>[C:28]([NH:7][C:10]1[CH:19]=[C:18]([CH2:20][O:21][C:22]2[CH:27]=[CH:26][CH:25]=[CH:24][CH:23]=2)[CH:17]=[CH:16][C:11]=1[C:12]([O:14][CH3:15])=[O:13])(=[O:31])[C:4]1[CH:3]=[CH:12][CH:11]=[CH:10][CH:19]=1 |f:3.4|. Procedure: 0.31 g of iron powder was added to a mixed solution of 5.3 mL of methanol and 1.6 mL of acetic acid containing 0.53 g of methyl 2-nitro-4-(phenoxymethyl)benzoate, and the resulting mixture was heated to reflux for 3 hours. The reaction mixture was cooled to room temperature and ethyl acetate and a saturated sodium hydrogen carbonate aqueous solution were added and insoluble were removed by filtration. The organic layer was separated and dried over anhydrous magnesium sulfate after washed with sa... Starting materials: C1=NC=CC2=CC(=CC=C12)C1=NOC(=N1)CC[C@H](CC1=CC=C(C=C1)C(F)(F)F)NC(OC(C)(C)C)=O (tert-Butyl(R)-4-(3-(isoquinolin-6-yl)-1,2,4-oxadiazol-5-yl)-1-(4-(trifluoromethyl)phenyl)butan-2-ylcarbamate), C(=O)(C(F)(F)F)O (TFA). Run in C(Cl)Cl (DCM). Yields the product C1=NC=CC2=CC(=CC=C12)C1=NOC(=N1)CC[C@H](CC1=CC=C(C=C1)C(F)(F)F)N ((2R)-4-(3-(Isoquinolin-6-yl)-1,2,4-oxadiazol-5-yl)-1-(4-(trifluoromethyl)phenyl)butan-2-amine). RXN SMILES: [CH:1]1[C:10]2[C:5](=[CH:6][C:7]([C:11]3[N:15]=[C:14]([CH2:16][CH2:17][C@@H:18]([NH:30]C(=O)OC(C)(C)C)[CH2:19][C:20]4[CH:25]=[CH:24][C:23]([C:26]([F:29])([F:28])[F:27])=[CH:22][CH:21]=4)[O:13][N:12]=3)=[CH:8][CH:9]=2)[CH:4]=[CH:3][N:2]=1.C(O)(C(F)(F)F)=O>C(Cl)Cl>[CH:1]1[C:10]2[C:5](=[CH:6][C:7]([C:11]3[N:15]=[C:14]([CH2:16][CH2:17][C@@H:18]([NH2:30])[CH2:19][C:20]4[CH:25]=[CH:24][C:23]([C:26]([F:27])([F:29])[F:28])=[CH:22][CH:21]=4)[O:13][N:12]=3)=[CH:8][CH:9]=2)[CH:4]=[CH:3][N:2]=1. Procedure details: tert-Butyl(R)-4-(3-(isoquinolin-6-yl)-1,2,4-oxadiazol-5-yl)-1-(4-(trifluoromethyl)phenyl)butan-2-ylcarbamate (0.016 g, 0.03 mmol) was treated with TFA (1 mL, 13 mmol) in 1 mL DCM for 1 hour. After removing the solvent and making the remaining residue basic with 2M ammonia in MeOH, the residue was subjected to a silica gel plug using 3% 2M ammonia in MeOH in DCM as the eluant to yield an off-white solid as the desired product. LCMS (API-ES) m/z (%): 413.0 (100%, M++H); 1H NMR (400 MHz, CD3OD) δ p... Reactants: IC=1C(=NN(C1C)C1=CC=C(C=C1)CCO)C (2-[4-(4-Iodo-3,5-dimethyl-1H-pyrazol-1-yl)phenyl]ethanol), FC1=CC=C(C=C1)B(O)O (4-fluorobenzeneboronic acid). Yields the product FC1=CC=C(C=C1)C=1C(=NN(C1C)C1=CC=C(C=C1)CCO)C (2-{4-[4-(4-Fluorophenyl)-3,5-dimethyl-1H-pyrazol-1-yl]phenyl}ethanol). Reaction SMILES: I[C:2]1[C:3]([CH3:17])=[N:4][N:5]([C:8]2[CH:13]=[CH:12][C:11]([CH2:14][CH2:15][OH:16])=[CH:10][CH:9]=2)[C:6]=1[CH3:7].[F:18][C:19]1[CH:24]=[CH:23][C:22](B(O)O)=[CH:21][CH:20]=1>>[F:18][C:19]1[CH:24]=[CH:23][C:22]([C:2]2[C:3]([CH3:17])=[N:4][N:5]([C:8]3[CH:13]=[CH:12][C:11]([CH2:14][CH2:15][OH:16])=[CH:10][CH:9]=3)[C:6]=2[CH3:7])=[CH:21][CH:20]=1. Reported procedure: The title compound was prepared according to the procedure described in step 1 of Example 12 from 2-[4-(4-iodo-3,5-dimethyl-1H-pyrazol-1-yl)phenyl]ethanol (step 2 of Example 11) and 4-fluorobenzeneboronic acid: MS (ESI) m/z 306 [M+H]+, 1H-NMR (CDCl3) δ 7.44-7.02 (8H, m), 3.89 (2H, t, J=6.6 Hz), 2.93 (2H, t, J=6.6 Hz), 2.30(3H, s), 2.27 (3H, s).